From a dataset of the Open Reaction Database (ORD), a public repository of structured organic reaction records. describe an organic reaction: reactants, conditions, products, and yield The reactants are ClC1=CC(=NC=N1)NC1=CC=C(CNS(=O)(=O)C)C=C1 (N-[4-(6-Chloro-pyrimidin-4-ylamino)-benzyl]-methanesulfonamide), Tetrakis(thriphenylphosphine) palladium[0], COC1=C(C=CC=C1)B(O)O (2-methoxyphenyl-boronic acid), C(=O)([O-])[O-].[Na+].[Na+] (Na2CO3), O (water), NaH2PO4. The solvent is C(OC)COC (dimethoxyethane). Run at time 30 minute. Product: COC1=C(C=CC=C1)C1=CC(=NC=N1)NC1=CC=C(CNS(=O)(=O)C)C=C1 (N-{4-[6-(2-Methoxy-phenyl)-pyrimidin-4-ylamino]-benzyl}-methanesulfonamide). Isolated yield 64.3%. As a reaction SMILES: Cl[C:2]1[N:7]=[CH:6][N:5]=[C:4]([NH:8][C:9]2[CH:20]=[CH:19][C:12]([CH2:13][NH:14][S:15]([CH3:18])(=[O:17])=[O:16])=[CH:11][CH:10]=2)[CH:3]=1.[CH3:21][O:22][C:23]1[CH:28]=[CH:27][CH:26]=[CH:25][C:24]=1B(O)O.C([O-])([O-])=O.[Na+].[Na+].O>C(COC)OC>[CH3:21][O:22][C:23]1[CH:28]=[CH:27][CH:26]=[CH:25][C:24]=1[C:2]1[N:7]=[CH:6][N:5]=[C:4]([NH:8][C:9]2[CH:20]=[CH:19][C:12]([CH2:13][NH:14][S:15]([CH3:18])(=[O:17])=[O:16])=[CH:11][CH:10]=2)[CH:3]=1 |f:2.3.4|. Procedure: 219 mg N-[4-(6-Chloro-pyrimidin-4-ylamino)-benzyl]-methanesulfonamide (prepared in Example 33) (0.70 mmol) was suspended in 30 cm3 dimethoxyethane and the flask was filled with argon properly. 58 mg Tetrakis(thriphenylphosphine) palladium[0] (0.05 mmol) was added and the mixture was stirred at room temperature for 30 minutes. Then 152 mg 2-methoxyphenyl-boronic acid (1 mmol), 318 mg anhydrous Na2CO3 (3 mmol) and 6 ml water was added. The mixture was ferluxed overnight while slow argon flow was b... As a reaction SMILES: [CH3:14][C:15](=[O:16])[O:17][C:18](=[O:19])[CH3:20].[CH3:22][C:23](=[O:24])[O-:25].[NH4+:21].[c:1]1([CH:7]2[CH2:8][CH2:9][C:10](=[O:13])[CH2:11][CH2:12]2)[cH:2][cH:3][cH:4][cH:5][cH:6]1.[cH:26]1[cH:27][cH:28][cH:29][cH:30][cH:31]1>>[c:1]1([CH:7]2[CH2:8][CH:9]([C:15]([CH3:14])=[O:16])[C:10](=[O:13])[CH2:11][CH2:12]2)[cH:2][cH:3][cH:4][cH:5][cH:6]1. Yields the product CC(=O)C1CC(c2ccccc2)CCC1=O. The reactants are CC(=O)OC(C)=O, CC(=O)[O-], [NH4+], O=C1CCC(c2ccccc2)CC1, c1ccccc1. Reactants: [Cl-].[NH4+] (ammonium chloride), C[Li] (methyllithium), ClC1=C(C(=CC(=C1)N1N=CC(NC1=O)=O)Cl)C(C(=O)Cl)C1=CC=C(C=C1)Cl (2,6-dichloro-α-(4-chlorophenyl)-4-(4,5-dihydro-3,5-dioxo-1,2,4-triazin-2(3H)-yl)benzeneacetyl chloride), CC(C)=O.C(=O)=O (2-propanone CO2). The reagents and catalysts are [Cu]I (copper(I) iodide). The solvent is O (water), O(CC)CC (1,1'-oxybisethane), O1CCCC1 (tetrahydrofuran), O1CCCC1 (tetrahydrofuran). Run at time 30 minute. Yields the product ClC=1C=C(C=C(C1C(C(C)=O)C1=CC=C(C=C1)Cl)Cl)N1N=CC(NC1=O)=O (2-[3,5-dichloro-4-[1-(4-chlorophenyl)-2-oxopropyl]phenyl]-1,2,4-triazine-3,5(2H,4H)-dione). Isolated yield 18.8%. Reaction SMILES: [CH3:1]C(=O)C.C(=O)=O.C[Li].[Cl:10][C:11]1[CH:16]=[C:15]([N:17]2[C:22](=[O:23])[NH:21][C:20](=[O:24])[CH:19]=[N:18]2)[CH:14]=[C:13]([Cl:25])[C:12]=1[CH:26]([C:30]1[CH:35]=[CH:34][C:33]([Cl:36])=[CH:32][CH:31]=1)[C:27](Cl)=[O:28].[Cl-].[NH4+]>O(CC)CC.O.[Cu]I.O1CCCC1>[Cl:25][C:13]1[CH:14]=[C:15]([N:17]2[C:22](=[O:23])[NH:21][C:20](=[O:24])[CH:19]=[N:18]2)[CH:16]=[C:11]([Cl:10])[C:12]=1[CH:26]([C:30]1[CH:35]=[CH:34][C:33]([Cl:36])=[CH:32][CH:31]=1)[C:27](=[O:28])[CH3:1] |f:0.1,4.5|. Reported procedure: To a stirred and cooled (-70° C., 2-propanone/CO2 bath) solution of 5.7 parts of copper(I) iodide in 67.5 parts of tetrahydrofuran were added dropwise 37.5 parts of a methyllithium solution 1.6M in 1,1'-oxybisethane during a period of 15 minutes under nitrogen atmosphere. Upon complete addition, stirring was continued for 30 minutes at this low temperature. A mixture of 4.45 parts of 2,6-dichloro-α-(4-chlorophenyl)-4-(4,5-dihydro-3,5-dioxo-1,2,4-triazin-2(3H)-yl)benzeneacetyl chloride and 22.5 p... Reactants: Cc1c(C)c(N2CCN(C(=O)OC(C)(C)C)CC2)c(C)c2c1OC(C)C2, CCOC(C)=O, Cl, [Na+], [OH-]. The product is Cc1c(C)c(N2CCNCC2)c(C)c2c1OC(C)C2. RXN SMILES: [CH3:1][CH:2]1[O:3][c:4]2[c:5]([c:7]([CH3:26])[c:8]([N:13]3[CH2:14][CH2:15][N:16]([C:19]([O:20][C:21]([CH3:22])([CH3:23])[CH3:24])=[O:25])[CH2:17][CH2:18]3)[c:9]([CH3:12])[c:10]2[CH3:11])[CH2:6]1.[CH3:30][CH2:31][O:32][C:33](=[O:34])[CH3:35].[ClH:27].[Na+:29].[OH-:28]>>[CH3:1][CH:2]1[O:3][c:4]2[c:5]([c:7]([CH3:26])[c:8]([N:13]3[CH2:14][CH2:15][NH:16][CH2:17][CH2:18]3)[c:9]([CH3:12])[c:10]2[CH3:11])[CH2:6]1. The reactants are NC=1SC(=CN1)C (2-amino-5-methylthiazole), BrCC1OCCCC1 (2-(bromomethyl)tetrahydro-2H-pyran). Conditions: temperature 85 celsius, time 18 hour. Yields the product [NH4+].[OH-] (NH4OH), CC1=CN(C(S1)=N)CC1OCCCC1 (5-methyl-3-((tetrahydro-2H-pyran-2-yl)methyl)thiazol-2(3H)-imine). As a reaction SMILES: [NH2:1][C:2]1[S:3][C:4]([CH3:7])=[CH:5][N:6]=1.Br[CH2:9][CH:10]1[CH2:15][CH2:14][CH2:13][CH2:12][O:11]1>>[NH4+:1].[OH-:11].[CH3:7][C:4]1[S:3][C:2](=[NH:1])[N:6]([CH2:9][CH:10]2[CH2:15][CH2:14][CH2:13][CH2:12][O:11]2)[CH:5]=1 |f:2.3|. Procedure: A mixture of 2-amino-5-methylthiazole (1.2 g, 11 mmol) and 2-(bromomethyl)tetrahydro-2H-pyran (1.5 mL, 12 mmol) was warmed to 85° C. and stirred for 18 hours. The mixture was cooled to ambient temperature and purified via flash column chromatography (SiO2, 10% methanol in ethyl acetate then 9:1:0.1 CH2Cl2:methanol:NH4OH) to afford the title compound. MS (DCI/NH3) m/z 213 (M+H)+.